The task is: describe an organic reaction: reactants, conditions, products, and yield. This data is from the Open Reaction Database (ORD), a public repository of structured organic reaction records. The reactants are BrCCCOCOC (1-bromo-3-(methoxymethoxy)propane), C1(=CC=CC=C1)P(C1=CC=CC=C1)C1=CC=CC=C1 (triphenylphoshine). Run in C1(=CC=CC=C1)C (toluene). Run at temperature 100 celsius. The product is [Br-].COCOCCC[P+](C1=CC=CC=C1)(C1=CC=CC=C1)C1=CC=CC=C1 ([3-(Methoxymethoxy)propyl]triphenylphosphonium bromide). RXN SMILES: [Br:1][CH2:2][CH2:3][CH2:4][O:5][CH2:6][O:7][CH3:8].[C:9]1([P:15]([C:22]2[CH:27]=[CH:26][CH:25]=[CH:24][CH:23]=2)[C:16]2[CH:21]=[CH:20][CH:19]=[CH:18][CH:17]=2)[CH:14]=[CH:13][CH:12]=[CH:11][CH:10]=1>C1(C)C=CC=CC=1>[Br-:1].[CH3:8][O:7][CH2:6][O:5][CH2:4][CH2:3][CH2:2][P+:15]([C:16]1[CH:17]=[CH:18][CH:19]=[CH:20][CH:21]=1)([C:22]1[CH:27]=[CH:26][CH:25]=[CH:24][CH:23]=1)[C:9]1[CH:10]=[CH:11][CH:12]=[CH:13][CH:14]=1 |f:3.4|. Procedure details: To a solution of 1-bromo-3-(methoxymethoxy)propane (0.46 g, 2.5 mmol) in anhydrous toluene (1.5 mL) was added triphenylphoshine (0.71 g, 2.7 mmol) under argon with stirring. The mixture was heated at 100° C. for 20 h and cooled to room temperature. The liquid was decanted and the solid residue was grounded with spatula, filtered and washed several times with ether. After drying overnight in vacuum dessicator colorless crystals of phosphonium salt A (0.98 g, 88%) could be used in the Wittig react... The reactants are C1(=CC=CC=C1)NN (phenylhydrazine), C(=O)NC=1C=C(C=CC(=O)OC)C=CC1 (methyl 3-formamidocinnamate), C[O-].[Na+] (sodium methoxide), Cl (hydrochloric acid). Run in C(C)#N (acetonitrile), CO (methanol), O (water). Yields the product C1(=CC=CC=C1)N1NC(CC1C1=CC(=CC=C1)NC=O)=O (1-phenyl-5-(3-formamidophenyl) pyrazolidin-3-one). Yield: 35.2%. RXN SMILES: [C:1]1([NH:7][NH2:8])[CH:6]=[CH:5][CH:4]=[CH:3][CH:2]=1.[CH:9]([NH:11][C:12]1[CH:13]=[C:14]([CH:21]=[CH:22][CH:23]=1)[CH:15]=[CH:16][C:17](OC)=[O:18])=[O:10].C[O-].[Na+].Cl>O.C(#N)C.CO>[C:1]1([N:7]2[CH:15]([C:14]3[CH:21]=[CH:22][CH:23]=[C:12]([NH:11][CH:9]=[O:10])[CH:13]=3)[CH2:16][C:17](=[O:18])[NH:8]2)[CH:6]=[CH:5][CH:4]=[CH:3][CH:2]=1 |f:2.3|. Reported procedure: 108 g of phenylhydrazine, 205 g of methyl 3-formamidocinnamate, 200 ml of a 28% methanol solution of sodium methoxide and 400 ml of acetonitrile were mixed and heated under reflux for 1 hour in a nitrogen stream. 2 of the reaction solution was poured into water and 100 ml of concentrated hydrochloric acid was added. Then, precipitate was produced. The precipitate was collected by filtration and recrystallized from acetonitrile to obtain 99 g of 1-phenyl-5-(3-formamidophenyl) pyrazolidin-3-one as... Starting materials: COC=1C=C(N)C=C(C1)OC (3,5-dimethoxyaniline), C(CCCCC)Br (n-hexylbromide). Yields the product C(CCCCC)N(C1=CC(=CC(=C1)OC)OC)CCCCCC (1-di-n-hexylamino-3,5-dimethoxybenzene). Reaction SMILES: [CH3:1][O:2][C:3]1[CH:4]=[C:5]([CH:7]=[C:8]([O:10][CH3:11])[CH:9]=1)[NH2:6].[CH2:12](Br)[CH2:13][CH2:14][CH2:15][CH2:16][CH3:17]>>[CH2:12]([N:6]([CH2:5][CH2:4][CH2:3][CH2:9][CH2:8][CH3:7])[C:5]1[CH:7]=[C:8]([O:10][CH3:11])[CH:9]=[C:3]([O:2][CH3:1])[CH:4]=1)[CH2:13][CH2:14][CH2:15][CH2:16][CH3:17]. Procedure: 3,5-dimethoxyaniline was bromided with n-hexylbromide so as to obtain 1-di-n-hexylamino-3,5-dimethoxybenzene. This was nitrosoized so as to obtain 1-di-n-hexylamino-3,5-dimethoxy-4-nitrobenzene. Reactants: crude mixture, C(C)(C)(C)OC(=O)N1CC=2C3=C(NC2CC1)N=CC(=C3)Cl (3-Chloro-5,7,8,9-tetrahydro-dipyrido[2,3-b;3′,4′-d]pyrrole-6-carboxylic acid tert-butyl ester), [OH-].[K+] (KOH), COC1=CC=C(C=C1)N (p-anisidine), CC(C)C1=CC(=C(C(=C1)C(C)C)C2=C(C=CC=C2)P(C3CCCCC3)C4CCCCC4)C(C)C (X-Phos). Reagents/catalysts: CC(=O)[O-].CC(=O)[O-].[Pd+2] (Pd(OAc)2). Run in C(C)(C)(CC)O (tert-amyl alcohol). Reaction conditions: temperature 95 celsius, time 8 hour. Product: C(C)(C)(C)OC(=O)N1CC=2C3=C(NC2CC1)N=CC(=C3)NC3=CC=C(C=C3)OC (3-(4-Methoxy-phenylamino)-5,7,8,9-tetrahydro-dipyrido[2,3-b;3′,4′-d]pyrrole-6-carboxylic acid tert-butyl ester). Isolated yield 12.7%. As a reaction SMILES: [C:1]([O:5][C:6]([N:8]1[CH2:16][CH2:15][C:14]2[NH:13][C:12]3[N:17]=[CH:18][C:19](Cl)=[CH:20][C:11]=3[C:10]=2[CH2:9]1)=[O:7])([CH3:4])([CH3:3])[CH3:2].[CH3:22][O:23][C:24]1[CH:29]=[CH:28][C:27]([NH2:30])=[CH:26][CH:25]=1.CC(C1C=C(C(C)C)C(C2C=CC=CC=2P(C2CCCCC2)C2CCCCC2)=C(C(C)C)C=1)C.[OH-].[K+]>C(O)(CC)(C)C.CC([O-])=O.CC([O-])=O.[Pd+2]>[C:1]([O:5][C:6]([N:8]1[CH2:16][CH2:15][C:14]2[NH:13][C:12]3[N:17]=[CH:18][C:19]([NH:30][C:27]4[CH:28]=[CH:29][C:24]([O:23][CH3:22])=[CH:25][CH:26]=4)=[CH:20][C:11]=3[C:10]=2[CH2:9]1)=[O:7])([CH3:4])([CH3:3])[CH3:2] |f:3.4,6.7.8|. Reported procedure: 3-Chloro-5,7,8,9-tetrahydro-dipyrido[2,3-b;3′,4′-d]pyrrole-6-carboxylic acid tert-butyl ester (100 mg, 0.32 mmol), p-anisidine (48 mg, 0.39 mmol), Pd(OAc)2 (3 mg, 0.01 mmol), X-Phos (12 mg, 0.03 mmol), and KOH (0.03 ml, 0.97 mmol) were suspended in tert-amyl alcohol (2 mL), and stirred overnight at 95° C. The crude mixture was added directly to a Biotage column. The crude product was purified via Biotage eluting with a gradient of 0 to 100% EtOAc in hexanes to provide 44 (16 mg, 13% yield) as a ...